Dataset: the Open Reaction Database (ORD), a public repository of structured organic reaction records. Task: describe an organic reaction: reactants, conditions, products, and yield Reactants: CC(C)(C)[O-].[Na+] (NaOt-Bu), C(C)(=O)OCC (Ethyl acetate), BrC1=CC=CC=2N(CC(OC21)(C)C)S(=O)(=O)C2=C(C=CC=C2)F (8-bromo-4-(2-fluoro-benzenesulfonyl)-2,2-dimethyl-3,4-dihydro-2H-benzo[1,4]oxazine), C(=O)(OC(C)(C)C)N1CCNCC1 (1-Boc-piperazine). Reagents/catalysts: C=1C=CC(=CC1)/C=C/C(=O)/C=C/C2=CC=CC=C2.C=1C=CC(=CC1)/C=C/C(=O)/C=C/C2=CC=CC=C2.C=1C=CC(=CC1)/C=C/C(=O)/C=C/C2=CC=CC=C2.[Pd].[Pd] (Pd2(dba)3), C=1C=CC(=CC1)P(C=2C=CC=CC2)C3=CC=C4C=CC=CC4=C3C5=C6C=CC=CC6=CC=C5P(C=7C=CC=CC7)C=8C=CC=CC8 (BINAP). The solvent is C1(=CC=CC=C1)C (toluene), C1(=CC=CC=C1)C (toluene). Reaction conditions: temperature 90 celsius. The product is C(C)(C)(C)OC(=O)N1CCN(CC1)C1=CC=CC=2N(CC(OC21)(C)C)S(=O)(=O)C2=C(C=CC=C2)F (4-[4-(2-fluoro-benzenesulfonyl)-2,2-dimethyl-3,4-dihydro-2H-benzo[1,4]oxazin-8-yl]-piperazine-1-carboxylic acid tert-butyl ester). Yield: 82.7%. RXN SMILES: Br[C:2]1[C:11]2[O:10][C:9]([CH3:13])([CH3:12])[CH2:8][N:7]([S:14]([C:17]3[CH:22]=[CH:21][CH:20]=[CH:19][C:18]=3[F:23])(=[O:16])=[O:15])[C:6]=2[CH:5]=[CH:4][CH:3]=1.[C:24]([N:31]1[CH2:36][CH2:35][NH:34][CH2:33][CH2:32]1)([O:26][C:27]([CH3:30])([CH3:29])[CH3:28])=[O:25].CC([O-])(C)C.[Na+].C(OCC)(=O)C>C1(C)C=CC=CC=1.C1C=CC(/C=C/C(/C=C/C2C=CC=CC=2)=O)=CC=1.C1C=CC(/C=C/C(/C=C/C2C=CC=CC=2)=O)=CC=1.C1C=CC(/C=C/C(/C=C/C2C=CC=CC=2)=O)=CC=1.[Pd].[Pd].C1C=CC(P(C2C(C3C(P(C4C=CC=CC=4)C4C=CC=CC=4)=CC=C4C=3C=CC=C4)=C3C(C=CC=C3)=CC=2)C2C=CC=CC=2)=CC=1>[C:27]([O:26][C:24]([N:31]1[CH2:36][CH2:35][N:34]([C:2]2[C:11]3[O:10][C:9]([CH3:13])([CH3:12])[CH2:8][N:7]([S:14]([C:17]4[CH:22]=[CH:21][CH:20]=[CH:19][C:18]=4[F:23])(=[O:16])=[O:15])[C:6]=3[CH:5]=[CH:4][CH:3]=2)[CH2:33][CH2:32]1)=[O:25])([CH3:30])([CH3:28])[CH3:29] |f:2.3,6.7.8.9.10|. Procedure details: A solution of 8-bromo-4-(2-fluoro-benzenesulfonyl)-2,2-dimethyl-3,4-dihydro-2H-benzo[1,4]oxazine (450 mg, 1.124 mmol) and 1-Boc-piperazine (209.4 mg, 1.124 mmol) in 5 mL of toluene was added to a warm, degassed mixture of Pd2(dba)3(Tris(dibenzylideneacetone)dipalladium(0), 20.59 mg, 0.022 mmol), BINAP (2,2′-bis(diphenylphosphino)-1,1′-binaphthyl, 35.0 mg, 0.056 mmol) and NaOt-Bu (151.26 mg, 1.57 mmol) in 5 ml of toluene. With stirring, the solution was heated at 90° C. for 2 hours, and then allo... Reactants: CC1=CC=C(C=C1)S(=O)(=O)OC[C@@H](C=1C=NC(=CC1)OC)O ((R)-2-hydroxy-2-(6-methoxypyridin-3-yl)ethyl 4-methylbenzenesulfonate), C([O-])([O-])=O.[K+].[K+] (potassium carbonate). Run in CO (MeOH). Conditions: time 8 hour. The product is COC1=NC=C(C=C1)[C@H]1OC1 ((R)-2-Methoxy-5-(oxiran-2-yl)pyridine). Yield: 42.0%. As a reaction SMILES: CC1C=CC(S(O[CH2:12][C@H:13]([OH:22])[C:14]2[CH:15]=[N:16][C:17]([O:20][CH3:21])=[CH:18][CH:19]=2)(=O)=O)=CC=1.C(=O)([O-])[O-].[K+].[K+]>CO>[CH3:21][O:20][C:17]1[CH:18]=[CH:19][C:14]([C@@H:13]2[CH2:12][O:22]2)=[CH:15][N:16]=1 |f:1.2.3|. Procedure details: To a stirred solution of (R)-2-hydroxy-2-(6-methoxypyridin-3-yl)ethyl 4-methylbenzenesulfonate in MeOH (150 mL) at 0° C. was added potassium carbonate (4.4 g, 0.032 mol) and the mixture was stirred at rt overnight. The mixture was filtered through Celite and the filter cake was washed with MeOH. The filtrate was concentrated and the residue was treated with EtOAc (150 mL) and aq. Na2CO3. The organic layer was separated and washed with brine, dried (Na2SO4), and concentrated. The residue was puri...